Dataset: the Open Reaction Database (ORD), a public repository of structured organic reaction records. Task: describe an organic reaction: reactants, conditions, products, and yield Reactants: N[C@@H]1[C@H]([C@H]([C@@H](C1)N1C2=NC(=NC(=C2N=C1)NCC(C1=CC=C(C=C1)O)C1=CC=C(C=C1)O)Cl)O)O ((1S,2R,3S,5R)-3-Amino-5-{6-[2,2-bis-(4-hydroxy-phenyl)-ethylamino]-2-chloro-purin-9-yl}-cyclopentane-1,2-diol), C(C)(C)(C)OC(N[C@@H]1[C@H]([C@H]([C@@H](C1)N1C2=NC(=NC(=C2N=C1)NCC(C1=CC=CC=C1)C1=CC=CC=C1)C(NCCNC(=O)NC1CCN(CC1)C1=NC=CC=C1)=O)O)O)=O ([(1S,2R,3S,4R)-4-(6-(2,2-Diphenyl-ethylamino)-2-{2-[3-(3,4,5,6-tetrahydro-2H-[1,2]bipyridinyl-4-yl)-ureido]-ethylcarbamoyl}-purin-9-yl)-2,3-dihydroxy-cyclopentyl]-carbamic acid tert-butyl ester). Yields the product Cl.Cl.N1(CCC(CC1)NC(NCCNC(=O)C1=NC(=C2N=CN(C2=N1)[C@H]1[C@@H]([C@@H]([C@H](C1)N)O)O)NCC(C1=CC=CC=C1)C1=CC=CC=C1)=O)C1=NC=CC=C1 (9-((1R,2S,3R,4S)-4-Amino-2,3-dihydroxy-cyclopentyl)-6-(2,2-diphenyl-ethylamino)-9H-purine-2-carboxylic acid {2-[3-(3,4,5,6-tetrahydro-2H-[1,2′]bipyridinyl-4-yl)-ureido]-ethyl}-amide dihydrochloride). As a reaction SMILES: N[C@H]1C[C@@H](N2C=NC3C2=NC([Cl:33])=NC=3NCC(C2C=CC(O)=CC=2)C2C=CC(O)=CC=2)[C@H](O)[C@@H]1O.C(OC(=O)[NH:42][C@H:43]1[CH2:47][C@@H:46]([N:48]2[CH:56]=[N:55][C:54]3[C:49]2=[N:50][C:51]([C:72](=[O:92])[NH:73][CH2:74][CH2:75][NH:76][C:77]([NH:79][CH:80]2[CH2:85][CH2:84][N:83]([C:86]4[CH:91]=[CH:90][CH:89]=[CH:88][N:87]=4)[CH2:82][CH2:81]2)=[O:78])=[N:52][C:53]=3[NH:57][CH2:58][CH:59]([C:66]2[CH:71]=[CH:70][CH:69]=[CH:68][CH:67]=2)[C:60]2[CH:65]=[CH:64][CH:63]=[CH:62][CH:61]=2)[C@H:45]([OH:93])[C@@H:44]1[OH:94])(C)(C)C>>[ClH:33].[ClH:33].[N:83]1([C:86]2[CH:91]=[CH:90][CH:89]=[CH:88][N:87]=2)[CH2:84][CH2:85][CH:80]([NH:79][C:77](=[O:78])[NH:76][CH2:75][CH2:74][NH:73][C:72]([C:51]2[N:50]=[C:49]3[C:54]([N:55]=[CH:56][N:48]3[C@@H:46]3[CH2:47][C@H:43]([NH2:42])[C@@H:44]([OH:94])[C@H:45]3[OH:93])=[C:53]([NH:57][CH2:58][CH:59]([C:66]3[CH:71]=[CH:70][CH:69]=[CH:68][CH:67]=3)[C:60]3[CH:61]=[CH:62][CH:63]=[CH:64][CH:65]=3)[N:52]=2)=[O:92])[CH2:81][CH2:82]1 |f:2.3.4|. Reported procedure: The title compound is prepared analogously to (1S,2R,3S,5R)-3-Amino-5-{6-[2,2-bis-(4-hydroxy-phenyl)-ethylamino]-2-chloro-purin-9-yl}-cyclopentane-1,2-diol (example 7 step 2) by replacing N-((1S,2R,3S,4R)-4-{6-[2,2-Bis-(4-hydroxy-phenyl)-ethylamino]-2-chloro-purin-9-yl}-2,3-dihydroxy-cyclopentyl)-propionamide hydrochloride with (1S,2R,3S,4R)-4-(6-(2,2-Diphenyl-ethylamino)-2-{2-[3-(3,4,5,6-tetrahydro-2H-[1,2′]bipyridinyl-4-yl)-ureido]-ethylcarbamoyl}-purin-9-yl)-2,3-dihydroxy-cyclopentyl]-carbami... Reactants: CC(C)(C)[Si](C)(C)OC(=O)C=Cc1ccccc1O[Si](C)(C)C(C)(C)C, CN(C)C=O, O=C(Cl)C(=O)Cl, ClCCl. The product is CC(C)(C)[Si](C)(C)Oc1ccccc1C=CC(=O)Cl. As a reaction SMILES: [C:1]([Si:2]([CH3:4])([CH3:5])[O:8][C:9](=[O:3])[CH:10]=[CH:11][c:12]1[c:13]([O:18][Si:19]([CH3:20])([CH3:21])[C:22]([CH3:23])([CH3:24])[CH3:25])[cH:14][cH:15][cH:16][cH:17]1)([CH3:6])([CH3:7])[CH3:26].[CH3:36][N:37]([CH3:38])[CH:39]=[O:40].[Cl:27][C:28]([C:29]([Cl:30])=[O:31])=[O:32].[Cl:33][CH2:34][Cl:35]>>[O:8]=[C:9]([CH:10]=[CH:11][c:12]1[c:13]([O:18][Si:19]([CH3:20])([CH3:21])[C:22]([CH3:23])([CH3:24])[CH3:25])[cH:14][cH:15][cH:16][cH:17]1)[Cl:27]. Starting materials: O=C(NC1=C(F)C(F)=C(C(F)=C1F)C(F)(F)F)C2CCC2. The reagents and catalysts are [B-](F)(F)(F)F.CC[N+](CC)(CC)CC, N=1C(OC)=CC(OC)=C2C=CC=CC12, O=C(O)C, O1B(OC(C)(C)C1(C)C)B2OC(C)(C)C(O2)(C)C, [K].O=C(O)O, [Pd].O=C(O)C. Solvent: N#CC. Run at temperature 80 celsius, time 15 hour. Yields the product O=C(NC1=C(F)C(F)=C(C(F)=C1F)C(F)(F)F)C2CCC2B3OC(C)(C)C(O3)(C)C. The yield is 80.0%. The reactants are CCOc1ccccc1OCCN(C(=O)OC(C)(C)C)C(C)Cc1cc2c(c(C(N)=O)c1)N(CCO[Si](C)(C)C(C)(C)C)CC2, CCCC[N+](CCCC)(CCCC)CCCC, [F-], C1CCOC1. As a reaction SMILES: [C:1]([CH3:2])([CH3:3])([CH3:4])[O:5][C:6](=[O:7])[N:8]([CH:9]([CH2:10][c:11]1[cH:12][c:13]2[c:17]([c:18]([C:20](=[O:21])[NH2:22])[cH:19]1)[N:16]([CH2:23][CH2:24][O:25][Si:26]([C:27]([CH3:28])([CH3:29])[CH3:30])([CH3:31])[CH3:32])[CH2:15][CH2:14]2)[CH3:33])[CH2:34][CH2:35][O:36][c:37]1[c:38]([O:43][CH2:44][CH3:45])[cH:39][cH:40][cH:41][cH:42]1.[CH3:47][CH2:48][CH2:49][CH2:50][N+:51]([CH2:52][CH2:53][CH2:54][CH3:55])([CH2:56][CH2:57][CH2:58][CH3:59])[CH2:60][CH2:61][CH2:62][CH3:63].[F-:46].[O:64]1[CH2:65][CH2:66][CH2:67][CH2:68]1>>[C:1]([CH3:2])([CH3:3])([CH3:4])[O:5][C:6](=[O:7])[N:8]([CH:9]([CH2:10][c:11]1[cH:12][c:13]2[c:17]([c:18]([C:20](=[O:21])[NH2:22])[cH:19]1)[N:16]([CH2:23][CH2:24][OH:25])[CH2:15][CH2:14]2)[CH3:33])[CH2:34][CH2:35][O:36][c:37]1[c:38]([O:43][CH2:44][CH3:45])[cH:39][cH:40][cH:41][cH:42]1. Product: CCOc1ccccc1OCCN(C(=O)OC(C)(C)C)C(C)Cc1cc2c(c(C(N)=O)c1)N(CCO)CC2. Starting materials: BrCC#CCC#CCCCCC (1-bromo-2,5-undecadiyne), cuprous, [Mg] (magnesium), cuprous, C(CC#C)O (3-Butyn-1-ol), BrCC (Bromoethane). Solvent: O1CCCC1 (tetrahydrofuran), O1CCCC1 (tetrahydrofuran), O1CCCC1 (tetrahydrofuran), O1CCCC1 (tetrahydrofuran). Reaction conditions: time 1 hour. Yields the product C(CC#CCC#CCC#CCCCCC)O (3,6,9-Pentadecatriyn-1-ol). Yield: 72.3%. Reaction SMILES: [Mg].BrCC.[CH2:5]([OH:9])[CH2:6][C:7]#[CH:8].Br[CH2:11][C:12]#[C:13][CH2:14][C:15]#[C:16][CH2:17][CH2:18][CH2:19][CH2:20][CH3:21]>O1CCCC1>[CH2:5]([OH:9])[CH2:6][C:7]#[C:8][CH2:11][C:12]#[C:13][CH2:14][C:15]#[C:16][CH2:17][CH2:18][CH2:19][CH2:20][CH3:21]. Procedure details: In a 1 L three-necked, flame-dried round. bottom flask fitted with a reflux condenser and a rubber septum was placed 3.86 g (159 mmol) of magnesium in 250 mL of anhydrous tetrahydrofuran. Bromoethane (17.3 g; 1586 mmol) in 250 mL anhydrous tetrahydrofuran was added dropwise, under argon, and the reflux rate was controlled with the aid of an ice-water bath. The mixture was heated to reflux and stirred for 1 hour. 3-Butyn-1-ol (5.56 g, 79.3 mmol), dissolved in 150 mL of anhydrous tetrahydrofuran, ...